This data is from the Open Reaction Database (ORD), a public repository of structured organic reaction records. The task is: describe an organic reaction: reactants, conditions, products, and yield RXN SMILES: [CH3:1][c:2]1[cH:3][c:4]([CH3:5])[cH:6][c:7]([OH:8])[cH:9]1.[ClH:15].[Na+:10].[O-:11][N+:12]([O-:13])=[O:14].[OH2:16]>>[CH3:1][c:2]1[c:3]([N+:12](=[O:11])[O-:13])[c:4]([CH3:5])[cH:6][c:7]([OH:8])[cH:9]1. Yields the product Cc1cc(O)cc(C)c1[N+](=O)[O-]. Starting materials: Cc1cc(C)cc(O)c1, Cl, [Na+], O=[N+]([O-])[O-], O. Reactants: Cl (HCl), [OH-].[Na+] (NaOH), CO (methanol), C(C)OC(=O)C1=C(SC=C1C1=C(C=CC=C1)C)N1C(C2=CC=CC=C2C1=O)=O (2-(1,3-dioxo-1,3-dihydroisoindol-2-yl)-4-(2-methylphenyl)-thiophene-3-carboxylic acid ethyl ester). The solvent is O (H2O), O (water). Product: O=C1N(C(C2=CC=CC=C12)=O)C=1SC=C(C1C(=O)O)C1=C(C=CC=C1)C (2-(1,3-Dioxo-1,3-dihydroisoindol-2-yl)-4-(2-methylphenyl)-thiophene-3-carboxylic acid). As a reaction SMILES: [OH-].[Na+].CO.C([O:7][C:8]([C:10]1[C:14]([C:15]2[CH:20]=[CH:19][CH:18]=[CH:17][C:16]=2[CH3:21])=[CH:13][S:12][C:11]=1[N:22]1[C:30](=[O:31])[C:29]2[C:24](=[CH:25][CH:26]=[CH:27][CH:28]=2)[C:23]1=[O:32])=[O:9])C.Cl>O>[O:32]=[C:23]1[C:24]2[C:29](=[CH:28][CH:27]=[CH:26][CH:25]=2)[C:30](=[O:31])[N:22]1[C:11]1[S:12][CH:13]=[C:14]([C:15]2[CH:20]=[CH:19][CH:18]=[CH:17][C:16]=2[CH3:21])[C:10]=1[C:8]([OH:9])=[O:7] |f:0.1|. Procedure: To a solution of NaOH (1.4 mmol) in a 1:1 mixture of methanol:H2O (6 mL) is added 2-(1,3-dioxo-1,3-dihydroisoindol-2-yl)-4-(2-methylphenyl)-thiophene-3-carboxylic acid ethyl ester (0.7 mmol, Example 10, Part D). The mixture is heated to reflux for 90 min, then diluted with water (12 mL), chilled in an ice bath, and acidified with concentrated HCl. The product that precipitates is collected by filtration, washed with water, and dried, affording the desired compound. Starting materials: C(C)N(C\C=C/C1=C(C=CC(=C1)F)S(=O)(=O)NC1=C(C=2CCC3N(C2C=C1)CCC3)C(=O)OC)CC (methyl 7-[2-((Z)-3-diethylaminoprop-1-enyl)-4-fluorobenzenesulfonylamino]-1,2,3,3a,4,5-hexahydropyrrolo[1,2-a]quinoline-6-carboxylate), C(C)N(C\C=C/C1=C(C=CC(=C1)F)S(=O)(=O)NC1=C(C=2CCC3N(C2C=C1)CCC3)C(=O)OC)CC (methyl 7-[2-((Z)-3-diethylaminoprop-1-enyl)-4-fluorobenzenesulfonylamino]-1,2,3,3a,4,5-hexahydropyrrolo[1,2-a]quinoline-6-carboxylate), O.[OH-].[Li+] (lithium hydroxide monohydrate), C(=O)O (formic acid). Run in O1CCOCC1 (dioxane), O (water), CO (methanol). The product is C(C)N(C\C=C/C1=C(C=CC(=C1)F)S(=O)(=O)NC1=C(C=2CCC3N(C2C=C1)CCC3)C(=O)O)CC (7-[2-((Z)-3-diethylaminoprop-1-enyl)-4-fluorobenzenesulfonylamino]-1,2,3,3a,4,5-hexahydro-pyrrolo[1,2-a]quinoline-6-carboxylic acid). Isolated yield 30.0%. As a reaction SMILES: [CH2:1]([N:3]([CH2:35][CH3:36])[CH2:4]/[CH:5]=[CH:6]\[C:7]1[CH:12]=[C:11]([F:13])[CH:10]=[CH:9][C:8]=1[S:14]([NH:17][C:18]1[CH:27]=[CH:26][C:25]2[N:24]3[CH2:28][CH2:29][CH2:30][CH:23]3[CH2:22][CH2:21][C:20]=2[C:19]=1[C:31]([O:33]C)=[O:32])(=[O:16])=[O:15])[CH3:2].O.[OH-].[Li+].C(O)=O>O1CCOCC1.O.CO>[CH2:35]([N:3]([CH2:1][CH3:2])[CH2:4]/[CH:5]=[CH:6]\[C:7]1[CH:12]=[C:11]([F:13])[CH:10]=[CH:9][C:8]=1[S:14]([NH:17][C:18]1[CH:27]=[CH:26][C:25]2[N:24]3[CH2:28][CH2:29][CH2:30][CH:23]3[CH2:22][CH2:21][C:20]=2[C:19]=1[C:31]([OH:33])=[O:32])(=[O:15])=[O:16])[CH3:36] |f:1.2.3|. Reported procedure: A mixture of methyl 7-[2-((Z)-3-diethylaminoprop-1-enyl)-4-fluorobenzenesulfonylamino]-1,2,3,3a,4,5-hexahydropyrrolo[1,2-a]quinoline-6-carboxylate (Intermediate 31, 0.48 g) and lithium hydroxide monohydrate (0.526 g) in dioxane (10 mL) and water (2.5 mL) was irradiated in the microwave at 135° C. for a total of 75 minutes. After cooling, the mixture was diluted with methanol, acidified with formic acid and evaporated in vacuo. The residue was triturated with 10% methanol in DCM and filtered. The... Reactants: BrC=1C(C2=CC(=CC=C2C1C1=CC(=CC(=C1)F)F)OCCN1CCN(CC1)S(=O)(=O)C)=O (2-Bromo-3-(3,5-difluorophenyl)-6-(2-(4-(methylsulfonyl)piperazin-1-yl)ethoxy)-1H-inden-1-one), O1CCN(CC1)CCOC1=CC=C2C(=C(C(C2=C1)=O)Br)C1=CC=CC=C1 (6-(2-morpholinoethoxy)-2-bromo-3-phenyl-1H-inden-1-one), FC=1C=C(C=CC1F)B(O)O (3,4-difluorophenylboronic acid). The product is FC=1C=C(C=CC1F)C=1C(C2=CC(=CC=C2C1C1=CC(=CC(=C1)F)F)OCCN1CCN(CC1)S(=O)(=O)C)=O (2-(3,4-Difluorophenyl)-3-(3,5-difluorophenyl)-6-(2-(4-(methylsulfonyl)piperazin-1-yl)ethoxy)-1H-inden-1-one). Yield: 57.0%. As a reaction SMILES: Br[C:2]1[C:3](=[O:32])[C:4]2[C:9]([C:10]=1[C:11]1[CH:16]=[C:15]([F:17])[CH:14]=[C:13]([F:18])[CH:12]=1)=[CH:8][CH:7]=[C:6]([O:19][CH2:20][CH2:21][N:22]1[CH2:27][CH2:26][N:25]([S:28]([CH3:31])(=[O:30])=[O:29])[CH2:24][CH2:23]1)[CH:5]=2.O1CCN(CCOC2C=C3C(C(C4C=CC=CC=4)=C(Br)C3=O)=CC=2)CC1.[F:59][C:60]1[CH:61]=[C:62](B(O)O)[CH:63]=[CH:64][C:65]=1[F:66]>>[F:59][C:60]1[CH:61]=[C:62]([C:2]2[C:3](=[O:32])[C:4]3[C:9]([C:10]=2[C:11]2[CH:16]=[C:15]([F:17])[CH:14]=[C:13]([F:18])[CH:12]=2)=[CH:8][CH:7]=[C:6]([O:19][CH2:20][CH2:21][N:22]2[CH2:27][CH2:26][N:25]([S:28]([CH3:31])(=[O:29])=[O:30])[CH2:24][CH2:23]2)[CH:5]=3)[CH:63]=[CH:64][C:65]=1[F:66]. Procedure: The procedure of Step 7 of Example 1 was repeated except for using 2-bromo-3-(3,5-difluorophenyl)-6-[2-(4-(methylsulfonyl)piperazin-1-yl)ethoxy]-1H-inden-1-one obtained in Step 1 of Example 50 as a starting material instead of 6-(2-morpholinoethoxy)-2-bromo-3-phenyl-1H-inden-1-one, and 3,4-difluorophenylboronic acid instead of 3-pyridinylboronic acid, and being purified by prep HPLC (CH3CN/H2O=7:3) to obtain the title compound (57%). As a reaction SMILES: [NH2:1][C:2]1[CH:7]=[C:6]([CH2:8][CH2:9][CH2:10][CH3:11])[CH:5]=[CH:4][C:3]=1[NH:12][C:13](=[O:18])[CH2:14][N:15]([CH3:17])[CH3:16].[CH2:19]([O:21][C:22]([N:24]=[C:25]=[S:26])=[O:23])[CH3:20].[ClH:27]>C1C=CC=CC=1.C(O)C.C(OCC)C>[ClH:27].[CH2:19]([O:21][C:22]([NH:24][C:25]([NH:1][C:2]1[CH:7]=[C:6]([CH2:8][CH2:9][CH2:10][CH3:11])[CH:5]=[CH:4][C:3]=1[NH:12][C:13](=[O:18])[CH2:14][N:15]([CH3:17])[CH3:16])=[S:26])=[O:23])[CH3:20] |f:6.7|. Reported procedure: Petroleum spirit (b.p. 60°-80° C; 50 ml) was added to a solution of N-(2-amino-4-n-butylphenyl)-2-dimethylaminoacetamide (4.98 g) in benzene (50 ml) and the solution stirred vigorously while ethoxycarbonyl isothiocyanate (2.65 g) was added dropwise, with external cooling, to maintain the temperature between 15° C. and 20° C. After ten minutes, the precipitated solid was filtered off and recrystallised from benzene to give crude 1-ethoxycarbonyl-3-(5-n-butyl-2-dimethylaminoacetamidophenyl)thioure... Solvent: C(C)OCC (Diethyl ether), C(C)OCC (diethyl ether), C1=CC=CC=C1 (benzene), C(C)O (ethanol). Yields the product Cl.C(C)OC(=O)NC(=S)NC1=C(C=CC(=C1)CCCC)NC(CN(C)C)=O (1-ethoxycarbonyl-3-(5-n-butyl-2-dimethylaminoacetamidophenyl)thiourea hydrochloride). Starting materials: C(C)OC(=O)N=C=S (ethoxycarbonyl isothiocyanate), Cl (hydrogen chloride), Petroleum spirit, NC1=C(C=CC(=C1)CCCC)NC(CN(C)C)=O (N-(2-amino-4-n-butylphenyl)-2-dimethylaminoacetamide). Product: Cl, CC(=O)c1cccn1NC(=O)CN. Reactants: CC(=O)c1cccn1NC(=O)CN(C(=O)[O-])C(C)(C)C, CCOC(C)=O, CC(C)O, Cl. Reaction SMILES: [CH3:1][C:2]([N:5]([C:3](=[O:4])[O-:6])[CH2:9][C:10](=[O:11])[NH:12][n:13]1[c:14]([C:18]([CH3:19])=[O:20])[cH:15][cH:16][cH:17]1)([CH3:7])[CH3:8].[CH3:22][CH2:23][O:24][C:25](=[O:26])[CH3:27].[CH:28]([OH:29])([CH3:30])[CH3:31].[ClH:21]>>[ClH:21].[NH2:5][CH2:9][C:10](=[O:11])[NH:12][n:13]1[c:14]([C:18]([CH3:19])=[O:20])[cH:15][cH:16][cH:17]1.